This data is from the Open Reaction Database (ORD), a public repository of structured organic reaction records. The task is: describe an organic reaction: reactants, conditions, products, and yield Procedure details: A suspension of 5 g (36 mmol) of 4-nitrophenol in 250 ml of xylene was treated with a solution of 1.63 g (41 mmol) of sodium hydroxide in 20 ml of water and the mixture was stirred at room temperature for 30 minutes. The mixture was then treated with 7.5 g (54 mmol) of potassium carbonate and 5.11 g (36 mmol) of dimethylaminoethyl chloride hydrochloride. The mixture was heated at reflux for 2 hours and then for a further 24 hours with azeotropic removal of water. The mixture was filtered while h... Conditions: time 30 minute. Run in O (water), C=1(C(=CC=CC1)C)C (xylene). As a reaction SMILES: [N+:1]([C:4]1[CH:9]=[CH:8][C:7](O)=[CH:6][CH:5]=1)([O-:3])=[O:2].[OH-].[Na+].C(=O)([O-])[O-].[K+].[K+].Cl.CN(CCCl)C>C1(C)C(C)=CC=CC=1.O>[N+:1]([C:4]1[CH:9]=[CH:8][CH:7]=[CH:6][CH:5]=1)([O-:3])=[O:2] |f:1.2,3.4.5,6.7|. The reactants are [OH-].[Na+] (sodium hydroxide), [N+](=O)([O-])C1=CC=C(C=C1)O (4-nitrophenol), C([O-])([O-])=O.[K+].[K+] (potassium carbonate), Cl.CN(C)CCCl (dimethylaminoethyl chloride hydrochloride). Product: [N+](=O)([O-])C1=CC=CC=C1 (nitrobenzene).